From a dataset of the Open Reaction Database (ORD), a public repository of structured organic reaction records. describe an organic reaction: reactants, conditions, products, and yield Starting materials: O=C([O-])[O-], Cc1ccc(Sc2ccc(S(=O)(=O)NC(C)C(=O)O)cc2)cc1, ClCCN1CCOCC1, Cl, [K+], [K+], CN(C)C=O, O. The product is Cc1ccc(Sc2ccc(S(=O)(=O)N(CCN3CCOCC3)C(C)C(=O)O)cc2)cc1. As a reaction SMILES: [C:34](=[O:35])([O-:36])[O-:37].[CH3:1][c:2]1[cH:3][cH:4][c:5]([S:8][c:9]2[cH:10][cH:11][c:12]([S:15](=[O:16])(=[O:17])[NH:18][CH:19]([CH3:20])[C:21](=[O:22])[OH:23])[cH:13][cH:14]2)[cH:6][cH:7]1.[Cl:25][CH2:26][CH2:27][N:28]1[CH2:29][CH2:30][O:31][CH2:32][CH2:33]1.[ClH:24].[K+:38].[K+:39].[O:41]=[CH:42][N:43]([CH3:44])[CH3:45].[OH2:40]>>[CH3:1][c:2]1[cH:3][cH:4][c:5]([S:8][c:9]2[cH:10][cH:11][c:12]([S:15](=[O:16])(=[O:17])[N:18]([CH:19]([CH3:20])[C:21](=[O:22])[OH:23])[CH2:26][CH2:27][N:28]3[CH2:29][CH2:30][O:31][CH2:32][CH2:33]3)[cH:13][cH:14]2)[cH:6][cH:7]1. Reactants: CCN(C(C)C)C(C)C, ClCCCl, CC(C)(C)CC1NC(C(=O)O)C(c2cccc(Cl)c2F)C12C(=O)Nc1cc(Cl)ccc12, O=C(O)C(F)(F)F, Cn1ccc(N)cc1=O, O=P(Cl)(c1ccccc1)c1ccccc1. Yields the product Cn1ccc(NC(=O)C2NC(CC(C)(C)C)C3(C(=O)Nc4cc(Cl)ccc43)C2c2cccc(Cl)c2F)cc1=O. Reaction SMILES: [CH:39]([N:40]([CH:41]([CH3:42])[CH3:43])[CH2:44][CH3:45])([CH3:46])[CH3:47].[Cl:72][CH2:73][CH2:74][Cl:75].[Cl:8][c:9]1[cH:10][cH:11][c:12]2[c:16]([cH:17]1)[NH:15][C:14](=[O:18])[C:13]21[CH:19]([CH2:34][C:35]([CH3:36])([CH3:37])[CH3:38])[NH:20][CH:21]([C:31](=[O:32])[OH:33])[CH:22]1[c:23]1[c:24]([F:30])[c:25]([Cl:29])[cH:26][cH:27][cH:28]1.[F:1][C:2]([F:3])([F:4])[C:5]([OH:6])=[O:7].[NH2:63][c:64]1[cH:65][c:66](=[O:71])[n:67]([CH3:70])[cH:68][cH:69]1.[c:48]1([P:49]([Cl:50])([c:51]2[cH:52][cH:53][cH:54][cH:55][cH:56]2)=[O:57])[cH:58][cH:59][cH:60][cH:61][cH:62]1>>[Cl:8][c:9]1[cH:10][cH:11][c:12]2[c:16]([cH:17]1)[NH:15][C:14](=[O:18])[C:13]21[CH:19]([CH2:34][C:35]([CH3:36])([CH3:37])[CH3:38])[NH:20][CH:21]([C:31](=[O:33])[NH:63][c:64]2[cH:65][c:66](=[O:71])[n:67]([CH3:70])[cH:68][cH:69]2)[CH:22]1[c:23]1[c:24]([F:30])[c:25]([Cl:29])[cH:26][cH:27][cH:28]1. Starting materials: CCOC(=O)Cl, Nc1cc(Cl)c(Oc2cc(Cl)cc(Cl)c2)c(Cl)c1, c1ccncc1. Product: CCOC(=O)Nc1cc(Cl)c(Oc2cc(Cl)cc(Cl)c2)c(Cl)c1. As a reaction SMILES: [Cl:19][C:20](=[O:21])[O:22][CH2:23][CH3:24].[Cl:1][c:2]1[cH:3][c:4]([NH2:18])[cH:5][c:6]([Cl:17])[c:7]1[O:8][c:9]1[cH:10][c:11]([Cl:16])[cH:12][c:13]([Cl:15])[cH:14]1.[cH:25]1[cH:26][cH:27][n:28][cH:29][cH:30]1>>[Cl:1][c:2]1[cH:3][c:4]([NH:18][C:20](=[O:21])[O:22][CH2:23][CH3:24])[cH:5][c:6]([Cl:17])[c:7]1[O:8][c:9]1[cH:10][c:11]([Cl:16])[cH:12][c:13]([Cl:15])[cH:14]1. The reactants are Br, O=C(O)c1c(O)c(O)cc2c1CCNCC2c1ccccc1, CCOC(C)=O, CO, Cl. The product is COC(=O)c1c(O)c(O)cc2c1CCNCC2c1ccccc1, Cl. RXN SMILES: [BrH:1].[C:2](=[O:3])([OH:4])[c:5]1[c:6]([OH:23])[c:7]([OH:22])[cH:8][c:9]2[c:15]1[CH2:14][CH2:13][NH:12][CH2:11][CH:10]2[c:16]1[cH:17][cH:18][cH:19][cH:20][cH:21]1.[CH3:25][CH2:26][O:27][C:28](=[O:29])[CH3:30].[CH3:31][OH:32].[ClH:24]>>[C:2](=[O:3])([O:4][CH3:25])[c:5]1[c:6]([OH:23])[c:7]([OH:22])[cH:8][c:9]2[c:15]1[CH2:14][CH2:13][NH:12][CH2:11][CH:10]2[c:16]1[cH:17][cH:18][cH:19][cH:20][cH:21]1.[ClH:24]. Reactants: COC1=C2CCCC(C2=CC=C1)=O (5-methoxy-1-tetralone), N1=CC=C(C=C1)C=O (pyridine-4-carboxaldehyde), N1CCCCC1 (piperidine), C(C)(=O)O (acetic acid). The solvent is C(Cl)Cl (CH2Cl2). Run at temperature 130 celsius. Product: COC1=C2CCC(C(C2=CC=C1)=O)=CC1=CC=NC=C1 (5-methoxy-2-(4-pyridylmethylene)-1-tetralone). Isolated yield 49.8%. Reaction SMILES: [CH3:1][O:2][C:3]1[CH:12]=[CH:11][CH:10]=[C:9]2[C:4]=1[CH2:5][CH2:6][CH2:7][C:8]2=[O:13].[N:14]1[CH:19]=[CH:18][C:17]([CH:20]=O)=[CH:16][CH:15]=1.N1CCCCC1.C(O)(=O)C>C(Cl)Cl>[CH3:1][O:2][C:3]1[CH:12]=[CH:11][CH:10]=[C:9]2[C:4]=1[CH2:5][CH2:6][C:7](=[CH:20][C:17]1[CH:18]=[CH:19][N:14]=[CH:15][CH:16]=1)[C:8]2=[O:13]. Procedure details: A mixture of 5-methoxy-1-tetralone (0.1 g; 0.56 mmol), pyridine-4-carboxaldehyde (91 μl ; 0.85 mmol), piperidine (16.8 μl; 0.17 mmol) and acetic acid (9.7μl ; 0.17 mmol) was heated at 130° C. for one hour. The mixture was taken up in CH2Cl2 and washed in water and in a saturated aqueous solution of NaCl. The organic phase was dried over MgSO4, filtered and evaporated. The residue was purified by flash chromatography on silica gel, eluting with CH2Cl2 /CH3CN (7/3) to give 5-methoxy-2-(4-pyridylme... The reactants are Br, Br, Br, CCc1cc(O)c(F)cc1-c1ccc2c(-c3nc4c([nH]3)CCNC4)n[nH]c2c1, O=C(O)c1ccc(Oc2ccccc2)nc1. The product is CCc1cc(O)c(F)cc1-c1ccc2c(-c3nc4c([nH]3)CCN(C(=O)c3ccc(Oc5ccccc5)nc3)C4)n[nH]c2c1. RXN SMILES: [BrH:1].[BrH:2].[BrH:3].[CH2:4]([CH3:5])[c:6]1[c:7](-[c:14]2[cH:15][cH:16][c:17]3[c:18](-[c:23]4[nH:24][c:25]5[c:26]([n:31]4)[CH2:27][NH:28][CH2:29][CH2:30]5)[n:19][nH:20][c:21]3[cH:22]2)[cH:8][c:9]([F:13])[c:10]([OH:12])[cH:11]1.[O:32]([c:33]1[cH:34][cH:35][cH:36][cH:37][cH:38]1)[c:39]1[n:40][cH:41][c:42]([C:43](=[O:44])[OH:45])[cH:46][cH:47]1>>[CH2:4]([CH3:5])[c:6]1[c:7](-[c:14]2[cH:15][cH:16][c:17]3[c:18](-[c:23]4[nH:24][c:25]5[c:26]([n:31]4)[CH2:27][N:28]([C:43]([c:42]4[cH:41][n:40][c:39]([O:32][c:33]6[cH:34][cH:35][cH:36][cH:37][cH:38]6)[cH:47][cH:46]4)=[O:44])[CH2:29][CH2:30]5)[n:19][nH:20][c:21]3[cH:22]2)[cH:8][c:9]([F:13])[c:10]([OH:12])[cH:11]1. Reactants: C([O-])([O-])=O.[Cs+].[Cs+] (cesium carbonate), C(C)CC(C(=O)O)(C)Br (ethyl 2-bromoisobutyric acid), [N+](=O)([O-])C=1C=CC(=CC1O)C (6-Nitro-m-cresol), C(C)CC(C(=O)O)(C)Br (ethyl 2-bromoisobutyric acid). The reagents and catalysts are [Fe] (iron). Solvent: C(C)(=O)O (acetic acid), C(C)#N (acetonitrile), C(C)O (ethanol). Conditions: temperature 80 celsius, time 6 hour. The product is CC1(OC2=C(NC1=O)C=CC(=C2)C)C (2,2,7-Trimethyl-2H-1,4-benzoxazin-3(4H)-one). RXN SMILES: [N+:1]([C:4]1[CH:5]=[CH:6][C:7]([CH3:11])=[CH:8][C:9]=1[OH:10])([O-])=O.C(=O)([O-])[O-].[Cs+].[Cs+].C([CH2:20][C:21](Br)([CH3:25])[C:22](O)=[O:23])C>C(#N)C.C(O)C.C(O)(=O)C.[Fe]>[CH3:20][C:21]1([CH3:25])[C:22](=[O:23])[NH:1][C:4]2[CH:5]=[CH:6][C:7]([CH3:11])=[CH:8][C:9]=2[O:10]1 |f:1.2.3|. Procedure: 6-Nitro-m-cresol (30.6 g) was dissolved in acetonitrile (400 ml), and thereto was added cesium carbonate (163.3 g), and the mixture was warmed to 80° C. To the mixture was added dropwise ethyl 2-bromoisobutyric acid (60 ml), and the mixture was stirred at 80° C. for 6 hours. To the mixture was added dropwise again ethyl 2-bromoisobutyric acid (60 ml), and the mixture was further stirred at 80° C. for 8 hours. The reaction solution was cooled to room temperature, and filtered through celite. The ... The reactants are CN(C)C=O, NC1CC1, O=C(O)C(=O)NOC1CCN(S(=O)(=O)c2ccc(OC(F)(F)F)cc2)CC1. Product: O=C(NOC1CCN(S(=O)(=O)c2ccc(OC(F)(F)F)cc2)CC1)C(=O)NC1CC1. As a reaction SMILES: [CH3:32][N:33]([CH3:34])[CH:35]=[O:36].[CH:28]1([NH2:31])[CH2:29][CH2:30]1.[F:1][C:2]([O:3][c:4]1[cH:5][cH:6][c:7]([S:10](=[O:11])(=[O:12])[N:13]2[CH2:14][CH2:15][CH:16]([O:19][NH:20][C:21]([C:22](=[O:23])[OH:24])=[O:25])[CH2:17][CH2:18]2)[cH:8][cH:9]1)([F:26])[F:27]>>[F:1][C:2]([O:3][c:4]1[cH:5][cH:6][c:7]([S:10](=[O:11])(=[O:12])[N:13]2[CH2:14][CH2:15][CH:16]([O:19][NH:20][C:21]([C:22](=[O:23])[NH:31][CH:28]3[CH2:29][CH2:30]3)=[O:25])[CH2:17][CH2:18]2)[cH:8][cH:9]1)([F:26])[F:27].